Dataset: the Open Reaction Database (ORD), a public repository of structured organic reaction records. Task: describe an organic reaction: reactants, conditions, products, and yield The reactants are CO, COC(=O)c1ccc(OC(c2sc(-c3ccccc3)cc2C)C2CCCCC2)cc1, Cl, [Na+], C1CCOC1, [OH-], O. The product is Cc1cc(-c2ccccc2)sc1C(Oc1ccc(C(=O)O)cc1)C1CCCCC1. Reaction SMILES: [CH3:35][OH:36].[CH:1]1([CH:7]([O:8][c:9]2[cH:10][cH:11][c:12]([C:13](=[O:14])[O:15][CH3:16])[cH:17][cH:18]2)[c:19]2[s:20][c:21](-[c:25]3[cH:26][cH:27][cH:28][cH:29][cH:30]3)[cH:22][c:23]2[CH3:24])[CH2:2][CH2:3][CH2:4][CH2:5][CH2:6]1.[ClH:34].[Na+:32].[O:37]1[CH2:38][CH2:39][CH2:40][CH2:41]1.[OH-:31].[OH2:33]>>[CH:1]1([CH:7]([O:8][c:9]2[cH:10][cH:11][c:12]([C:13](=[O:14])[OH:15])[cH:17][cH:18]2)[c:19]2[s:20][c:21](-[c:25]3[cH:26][cH:27][cH:28][cH:29][cH:30]3)[cH:22][c:23]2[CH3:24])[CH2:2][CH2:3][CH2:4][CH2:5][CH2:6]1. Reactants: solution, C[Si](C)(C)[N-][Si](C)(C)C.[Li+] (lithium bis(trimethylsilyl)amide), C(C=C)Br (allyl bromide), [Si](C1=CC=CC=C1)(C1=CC=CC=C1)(C(C)(C)C)OC[C@H](CC)N1C(C(C[C@@H]([C@H]1C1=NC=C(C=C1)Cl)C1=CC(=CC=C1)Cl)C)=O ((5R,6S)-1-((S)-1-(tert-butyldiphenylsilyloxy)butan-2-yl)-5-(3-chlorophenyl)-6-(5-chloropyridin-2-yl)-3-methylpiperidin-2-one), C(C=C)Br (allyl bromide). Solvent: C1CCOC1 (THF). Conditions: temperature 50 celsius, time 10 minute. Product: C(C=C)C1(C(N([C@@H]([C@H](C1)C1=CC(=CC=C1)Cl)C1=NC=C(C=C1)Cl)[C@H](CO[Si](C1=CC=CC=C1)(C1=CC=CC=C1)C(C)(C)C)CC)=O)C ((5R,6S)-3-allyl-1-((S)-1-((tert-butyldiphenylsilyl)oxy)butan-2-yl)-5-(3-chlorophenyl)-6-(5-chloropyridin-2-yl)-3-methylpiperidin-2-one). As a reaction SMILES: [Si:1]([O:18][CH2:19][C@@H:20]([N:23]1[C@H:28]([C:29]2[CH:34]=[CH:33][C:32]([Cl:35])=[CH:31][N:30]=2)[C@@H:27]([C:36]2[CH:41]=[CH:40][CH:39]=[C:38]([Cl:42])[CH:37]=2)[CH2:26][CH:25]([CH3:43])[C:24]1=[O:44])[CH2:21][CH3:22])([C:14]([CH3:17])([CH3:16])[CH3:15])([C:8]1[CH:13]=[CH:12][CH:11]=[CH:10][CH:9]=1)[C:2]1[CH:7]=[CH:6][CH:5]=[CH:4][CH:3]=1.[CH2:45](Br)[CH:46]=C.[CH3:49][Si]([N-][Si](C)(C)C)(C)C.[Li+]>C1COCC1>[CH2:43]([C:25]1([CH3:49])[CH2:26][C@H:27]([C:36]2[CH:41]=[CH:40][CH:39]=[C:38]([Cl:42])[CH:37]=2)[C@@H:28]([C:29]2[CH:34]=[CH:33][C:32]([Cl:35])=[CH:31][N:30]=2)[N:23]([C@@H:20]([CH2:21][CH3:22])[CH2:19][O:18][Si:1]([C:14]([CH3:17])([CH3:16])[CH3:15])([C:8]2[CH:13]=[CH:12][CH:11]=[CH:10][CH:9]=2)[C:2]2[CH:7]=[CH:6][CH:5]=[CH:4][CH:3]=2)[C:24]1=[O:44])[CH:45]=[CH2:46] |f:2.3|. Reported procedure: To a solution of 2.95 g (4.57 mmol) of (5R,6S)-1-((S)-1-(tert-butyldiphenylsilyloxy)butan-2-yl)-5-(3-chlorophenyl)-6-(5-chloropyridin-2-yl)-3-methylpiperidin-2-one (Example 121, Step J) and 7.91 mL (91.0 mmol) of allyl bromide in dry, degassed THF (22 mL) was added 68.6 mL (68.6 mmol) of a 1 M solution of lithium bis(trimethylsilyl)amide in THF slowly via syringe over 6 min at room temperature. After 10 min, the orange solution was warmed to 50° C. and stirred for 24 h. At this time, 11.4 mL (11...